From a dataset of the Open Reaction Database (ORD), a public repository of structured organic reaction records. describe an organic reaction: reactants, conditions, products, and yield Starting materials: C(C)(=O)C=1N(C=C(N1)C(=O)O)COCC[Si](C)(C)C (2-acetyl-1-((2-(trimethylsilyl)ethoxy)methyl)-1H-imidazole-4-carboxylic acid), N[C@H](CN1N=C(C=C1)C1=CC(=C(C#N)C=C1)Cl)C ((S)-4-(1-(2-aminopropyl)-1H-pyrazol-3-yl)-2-chlorobenzo-nitrile). Yields the product C(C)(=O)C=1N(C=C(N1)C(=O)N[C@H](CN1N=C(C=C1)C1=CC(=C(C=C1)C#N)Cl)C)COCC[Si](C)(C)C ((S)-2-Acetyl-N-(1-(3-(3-chloro-4-cyanophenyl)-1H-pyrazol-1-yl)propan-2-yl)-1-((2-(trimethylsilyl)ethoxy)methyl)-1H-imidazole-4-carboxamide). As a reaction SMILES: [C:1]([C:4]1[N:5]([CH2:12][O:13][CH2:14][CH2:15][Si:16]([CH3:19])([CH3:18])[CH3:17])[CH:6]=[C:7]([C:9]([OH:11])=O)[N:8]=1)(=[O:3])[CH3:2].[NH2:20][C@@H:21]([CH3:37])[CH2:22][N:23]1[CH:27]=[CH:26][C:25]([C:28]2[CH:35]=[CH:34][C:31]([C:32]#[N:33])=[C:30]([Cl:36])[CH:29]=2)=[N:24]1>>[C:1]([C:4]1[N:5]([CH2:12][O:13][CH2:14][CH2:15][Si:16]([CH3:19])([CH3:18])[CH3:17])[CH:6]=[C:7]([C:9]([NH:20][C@@H:21]([CH3:37])[CH2:22][N:23]2[CH:27]=[CH:26][C:25]([C:28]3[CH:35]=[CH:34][C:31]([C:32]#[N:33])=[C:30]([Cl:36])[CH:29]=3)=[N:24]2)=[O:11])[N:8]=1)(=[O:3])[CH3:2]. Reported procedure: The title compound was prepared using the procedure described in Example 32(e) starting from 2-acetyl-1-((2-(trimethylsilyl)ethoxy)methyl)-1H-imidazole-4-carboxylic acid (300 mg, 1.05 mmol) and (S)-4-(1-(2-aminopropyl)-1H-pyrazol-3-yl)-2-chlorobenzo-nitrile (273 mg, 1.05 mmol). The product was purified with flash-chromatography. Yield 366 mg. 1H-NMR (400 MHz; DMSO-d6): δ −0.09 (s, 9H), 0.81 (t, 2H), 1.15 (d, 3H), 2.6 (s, 3H), 3.49 (t, 2H), 4.31-4.47 (m, 3H), 5.66 (s, 2H), 6.95 (s, 1H), 7.85 (d, ...